From a dataset of the Open Reaction Database (ORD), a public repository of structured organic reaction records. describe an organic reaction: reactants, conditions, products, and yield Starting materials: CC1=C2CCC(CC2=CC(=C1)C)CC(=O)C1[C@H](NCS1)C(=O)O (3-(5,7-dimethyl-1,2,3,4-tetrahydronaphthalen-2-ylacetyl)-L-thioproline), S1CNCC1 (thiazolidine), N1CCCC1 (pyrrolidine), C1(CCC2=CC=CC=C12)CC(=O)C1[C@H](NCS1)C(=O)O (3-(2-indanylacetyl)-L-thioproline). The product is CC1=C2CCC(CC2=CC(=C1)C)CC(=O)C1[C@H](NCS1)C(=O)N1CCCC1 (1-[3-(5,7-dimethyl-1,2,3,4-tetrahydronaphthalen-2-ylacetyl)-L-thioprolyl]pyrrolidine). The yield is 60.0%. RXN SMILES: [CH3:1][C:2]1[CH:11]=[C:10]([CH3:12])[CH:9]=[C:8]2[C:3]=1[CH2:4][CH2:5][CH:6]([CH2:13][C:14]([CH:16]1[S:20][CH2:19][NH:18][C@@H:17]1[C:21](O)=[O:22])=[O:15])[CH2:7]2.[NH:24]1[CH2:28][CH2:27][CH2:26][CH2:25]1.C1(CC(C2SCN[C@@H]2C(O)=O)=O)C2C(=CC=CC=2)CC1.S1CCNC1>>[CH3:1][C:2]1[CH:11]=[C:10]([CH3:12])[CH:9]=[C:8]2[C:3]=1[CH2:4][CH2:5][CH:6]([CH2:13][C:14]([CH:16]1[S:20][CH2:19][NH:18][C@@H:17]1[C:21]([N:24]1[CH2:28][CH2:27][CH2:26][CH2:25]1)=[O:22])=[O:15])[CH2:7]2. Procedure: A colorless oil of 1-[3-(5,7-dimethyl-1,2,3,4-tetrahydronaphthalen-2-ylacetyl)-L-thioprolyl]pyrrolidine was prepared in the same manner as in Example 1, except that 3-(5,7-dimethyl-1,2,3,4-tetrahydronaphthalen-2-ylacetyl)-L-thioproline prepared in Reference Example 25 and pyrrolidine were used instead of 3-(2-indanylacetyl)-L-thioproline and thiazolidine, respectively (yield: 60%). The reactants are Cc1cnc(CCC(=O)c2cccc3ccccc23)cc1N1CCCCC1, [K+], NN, [OH-], O, OCCOCCOCCO. The product is Cc1cnc(CCCc2cccc3ccccc23)cc1N1CCCCC1. Reaction SMILES: [CH3:1][c:2]1[c:3]([N:22]2[CH2:23][CH2:24][CH2:25][CH2:26][CH2:27]2)[cH:4][c:5]([CH2:8][CH2:9][C:10](=[O:11])[c:12]2[cH:13][cH:14][cH:15][c:16]3[cH:17][cH:18][cH:19][cH:20][c:21]23)[n:6][cH:7]1.[K+:32].[NH2:29][NH2:30].[OH-:31].[OH2:28].[OH:33][CH2:34][CH2:35][O:36][CH2:37][CH2:38][O:39][CH2:40][CH2:41][OH:42]>>[CH3:1][c:2]1[c:3]([N:22]2[CH2:23][CH2:24][CH2:25][CH2:26][CH2:27]2)[cH:4][c:5]([CH2:8][CH2:9][CH2:10][c:12]2[cH:13][cH:14][cH:15][c:16]3[cH:17][cH:18][cH:19][cH:20][c:21]23)[n:6][cH:7]1. Starting materials: BrC=1C(=NC(=NC1)Cl)NCC1(CCCC1)NC(OC(C)(C)C)=O (tert-butyl N-[1-[[(5-bromo-2-chloro-pyrimidin-4-yl)amino]methyl]cyclopentyl]carbamate), C(C)OC(C#C)OCC (3,3-diethoxyprop-1-yne), Pddba, ClC1=NC=C(C(=N1)NCCNC(OC(C)(C)C)=O)C#CC(OCC)OCC (tert-butyl N-[2-[[2-chloro-5-(3,3-diethoxyprop-1-ynyl)pyrimidin-4yl]amino]ethyl]carbamate). Product: ClC1=NC=C(C(=N1)NCC1(CCCC1)NC(OC(C)(C)C)=O)C#CC(OCC)OCC (tert-butyl N-[1-[[[2-chloro-5-(3,3-diethoxyprop-1-ynyl)pyrimidin-4-yl]amino]methyl]cyclopentyl]carbamate). RXN SMILES: Br[C:2]1[C:3]([NH:9][CH2:10][C:11]2([NH:16][C:17](=[O:23])[O:18][C:19]([CH3:22])([CH3:21])[CH3:20])[CH2:15][CH2:14][CH2:13][CH2:12]2)=[N:4][C:5]([Cl:8])=[N:6][CH:7]=1.[CH2:24]([O:26][CH:27]([O:30][CH2:31][CH3:32])[C:28]#[CH:29])[CH3:25].ClC1N=C(NCCNC(=O)OC(C)(C)C)C(C#CC(OCC)OCC)=CN=1>>[Cl:8][C:5]1[N:4]=[C:3]([NH:9][CH2:10][C:11]2([NH:16][C:17](=[O:23])[O:18][C:19]([CH3:22])([CH3:21])[CH3:20])[CH2:15][CH2:14][CH2:13][CH2:12]2)[C:2]([C:29]#[C:28][CH:27]([O:30][CH2:31][CH3:32])[O:26][CH2:24][CH3:25])=[CH:7][N:6]=1. Procedure details: tert-butyl N-[1-[[[2-chloro-5-(3,3-diethoxyprop-1-ynyl)pyrimidin-4-yl]amino]methyl]cyclopentyl]carbamate was synthesized by treating tert-butyl N-[1-[[(5-bromo-2-chloro-pyrimidin-4-yl)amino]methyl]cyclopentyl]carbamate with 3,3-diethoxyprop-1-yne in the presence of a catalyst such as Pddba using similar experimental conditions as described for the synthesis of tert-butyl N-[2-[[2-chloro-5-(3,3-diethoxyprop-1-ynyl)pyrimidin-4yl]amino]ethyl]carbamate LCMS (ESI) 453 (M+H). The reactants are FC1=C(C(=O)NC2=NNC=C2)C(=CC=C1)F (2,6-difluoro-N-(1H-pyrazol-3-yl)benzamide), BrCC1=C(C=CC=C1OCC1=CC=CC=C1)Cl (2-(bromomethyl)-1-chloro-3-[(phenylmethyl)oxy]benzene), Intermediate 8, Intermediate 9, C([O-])([O-])=O.[K+].[K+] (potassium carbonate). Solvent: CN(C)C=O (DMF). Run at time 8 hour. The product is ClC1=C(C(=CC=C1)OCC1=CC=CC=C1)CN1N=C(C=C1)NC(C1=C(C=CC=C1F)F)=O (N-[1-({2-Chloro-6-[(phenylmethyl)oxy]phenyl}methyl)-1H-pyrazol-3-yl]-2,6-difluorobenzamide). RXN SMILES: [F:1][C:2]1[CH:15]=[CH:14][CH:13]=[C:12]([F:16])[C:3]=1[C:4]([NH:6][C:7]1[CH:11]=[CH:10][NH:9][N:8]=1)=[O:5].C(=O)([O-])[O-].[K+].[K+].Br[CH2:24][C:25]1[C:30]([O:31][CH2:32][C:33]2[CH:38]=[CH:37][CH:36]=[CH:35][CH:34]=2)=[CH:29][CH:28]=[CH:27][C:26]=1[Cl:39]>CN(C=O)C>[Cl:39][C:26]1[CH:27]=[CH:28][CH:29]=[C:30]([O:31][CH2:32][C:33]2[CH:34]=[CH:35][CH:36]=[CH:37][CH:38]=2)[C:25]=1[CH2:24][N:9]1[CH:10]=[CH:11][C:7]([NH:6][C:4](=[O:5])[C:3]2[C:12]([F:16])=[CH:13][CH:14]=[CH:15][C:2]=2[F:1])=[N:8]1 |f:1.2.3|. Reported procedure: To a mixture of 2,6-difluoro-N-(1H-pyrazol-3-yl)benzamide (for a preparation see Intermediate 9) (0.360 g, 1.61 mmol) and potassium carbonate (0.308 g, 2.23 mmol) was added a solution 2-(bromomethyl)-1-chloro-3-[(phenylmethyl)oxy]benzene (for a preparation see Intermediate 8)(0.50 g, 1.61 mmol) in DMF (5 ml). The suspension was stirred overnight at ambient temperature. The suspension was partitioned between ethyl acetate (30 ml) and water (30 ml). The phases were separated and the organic phase ... Starting materials: NC1(CC1)C(=O)O (1-aminocyclopropanecarboxylic acid), C(C)O (ethanol), S(=O)(Cl)Cl (thionyl chloride). Reaction conditions: temperature 0 celsius, time 16 hour. The product is Cl.NC1(CC1)C(=O)OCC (ethyl 1-aminocyclopropanecarboxylate hydrochloride). Yield: 100.0%. RXN SMILES: [NH2:1][C:2]1([C:5]([OH:7])=[O:6])[CH2:4][CH2:3]1.S(Cl)([Cl:10])=O.[CH2:12](O)[CH3:13]>>[ClH:10].[NH2:1][C:2]1([C:5]([O:7][CH2:12][CH3:13])=[O:6])[CH2:4][CH2:3]1 |f:3.4|. Procedure details: A suspension of 1-aminocyclopropanecarboxylic acid (5.8 g, 57.4 mmol) in 300 mL of ethanol was cooled to 0° C., thionyl chloride (20.5 g, 172.7 mmol) was added drop-wise over 30 minutes. Then the cold bath was removed and the reaction mixture was heated at reflux for 2 hours, then the mixture was stirred at room temperature for 16 hours. The solvent was evaporated at 40° C. under reduced pressure to give ethyl 1-aminocyclopropanecarboxylate hydrochloride (9.53 g, 100%) as a solid. It was used di... Starting materials: BrC1=CC(=C(C=C1)C(=O)N1CCN(CC1)C1=NC=C(C=C1C)C)N1S(CCC1)(=O)=O ([4-bromo-2-(1,1-dioxo-1λ6-isothiazolidin-2-yl)phenyl][4-(3,5-dimethylpyridin-2-yl)piperazin-1-yl]methanone), C(C)(=O)N1C(NCC1)=O (1-acetylimidazolidin-2-one). Yields the product CC=1C(=NC=C(C1)C)N1CCN(CC1)C(=O)C1=C(C=C(C=C1)N1C(NCC1)=O)N1S(CCC1)(=O)=O (1-[4-[4-(3,5-dimethylpyridin-2-yl)piperazine-1-carbonyl]-3-(1,1-dioxo-1λ6-isothiazolidin-2-yl)phenyl]imidazolidin-2-one). Yield: 16.0%. RXN SMILES: Br[C:2]1[CH:7]=[CH:6][C:5]([C:8]([N:10]2[CH2:15][CH2:14][N:13]([C:16]3[C:21]([CH3:22])=[CH:20][C:19]([CH3:23])=[CH:18][N:17]=3)[CH2:12][CH2:11]2)=[O:9])=[C:4]([N:24]2[CH2:28][CH2:27][CH2:26][S:25]2(=[O:30])=[O:29])[CH:3]=1.C([N:34]1[CH2:38][CH2:37][NH:36][C:35]1=[O:39])(=O)C>>[CH3:22][C:21]1[C:16]([N:13]2[CH2:14][CH2:15][N:10]([C:8]([C:5]3[CH:6]=[CH:7][C:2]([N:34]4[CH2:38][CH2:37][NH:36][C:35]4=[O:39])=[CH:3][C:4]=3[N:24]3[CH2:28][CH2:27][CH2:26][S:25]3(=[O:30])=[O:29])=[O:9])[CH2:11][CH2:12]2)=[N:17][CH:18]=[C:19]([CH3:23])[CH:20]=1. Procedure: Using [4-bromo-2-(1,1-dioxo-1λ6-isothiazolidin-2-yl)phenyl][4-(3,5-dimethylpyridin-2-yl)piperazin-1-yl]methanone (247 mg) described in Preparation Example 166 and 1-acetylimidazolidin-2-one (96 mg) and by the reaction and treatment in the same manner as in Example 638, the title compound (40 mg) was obtained.